Dataset: the Open Reaction Database (ORD), a public repository of structured organic reaction records. Task: describe an organic reaction: reactants, conditions, products, and yield Starting materials: NC=1N(C=C(N1)C1=CC=C(C=C1)C1=CC=CC=C1)N=CC1=CC=CC=C1 (2-amino-1-benzylideneamino-4-(4-biphenylyl)-imidazole), O.NN (hydrazine hydrate), C(C)#N (acetonitrile). Solvent: C(COCCO)O (diethylene glycol). Run at temperature 20 celsius. Yields the product NN1C(=NC(=C1)C1=CC=C(C=C1)C1=CC=CC=C1)N (1,2-Diamino-4-(4-biphenylyl)-imidazole). RXN SMILES: [NH2:1][C:2]1[N:3]([N:19]=CC2C=CC=CC=2)[CH:4]=[C:5]([C:7]2[CH:12]=[CH:11][C:10]([C:13]3[CH:18]=[CH:17][CH:16]=[CH:15][CH:14]=3)=[CH:9][CH:8]=2)[N:6]=1.O.NN.C(#N)C>C(O)COCCO>[NH2:19][N:3]1[CH:4]=[C:5]([C:7]2[CH:8]=[CH:9][C:10]([C:13]3[CH:18]=[CH:17][CH:16]=[CH:15][CH:14]=3)=[CH:11][CH:12]=2)[N:6]=[C:2]1[NH2:1] |f:1.2|. Reported procedure: A solution of 9.2 g (0.0189 mol) of 2-amino-1-benzylideneamino-4-(4-biphenylyl)-imidazole and 22 ml of hydrazine hydrate in 73 ml of diethylene glycol is stirred at 140° C. for 48 hours. After cooling to 20° C., 100 ml of acetonitrile are added to the reaction mixture, which is then cooled further to 5° C. The product that has separated out is filtered off and washed with acetonitrile and diethyl ether. In that manner there is obtained the title compound having a water content of 0.41 %, m.p. >2...